describe an organic reaction: reactants, conditions, products, and yield From a dataset of the Open Reaction Database (ORD), a public repository of structured organic reaction records. Reactants: CC1(OCC(O1)(C)C=1C=C(C=CC1)SC1=CC=C(C=C1)C(C)=O)C (4'-[3-(2,2,4-trimethyl-1,3-dioxolan-4-yl)phenylthio]acetophenone), Cl.NO (hydroxylamine hydrochloride). The product is CC1(OCC(O1)(C)C=1C=C(C=CC1)SC1=CC=C(C=C1)/C(/C)=N/O)C ((E)-4'-[3-(2,2,4-trimethyl-1,3-dioxolan-4-yl)phenylthio]acetophenone oxime). Isolated yield 51.0%. Reaction SMILES: [CH3:1][C:2]1([CH3:24])[O:6][C:5]([C:8]2[CH:9]=[C:10]([S:14][C:15]3[CH:20]=[CH:19][C:18]([C:21](=O)[CH3:22])=[CH:17][CH:16]=3)[CH:11]=[CH:12][CH:13]=2)([CH3:7])[CH2:4][O:3]1.Cl.[NH2:26][OH:27]>>[CH3:1][C:2]1([CH3:24])[O:6][C:5]([C:8]2[CH:9]=[C:10]([S:14][C:15]3[CH:20]=[CH:19][C:18](/[C:21](=[N:26]/[OH:27])/[CH3:22])=[CH:17][CH:16]=3)[CH:11]=[CH:12][CH:13]=2)([CH3:7])[CH2:4][O:3]1 |f:1.2|. Procedure details: Using an analogous procedure to that described in Example 68, 4'-[3-(2,2,4-trimethyl-1,3-dioxolan-4-yl)phenylthio]acetophenone was reacted with hydroxylamine hydrochloride to give (E)-4'-[3-(2,2,4-trimethyl-1,3-dioxolan-4-yl)phenylthio]acetophenone oxime in 51% yield as a gum. Reactants: C1(=CC=CC=C1)N=C=O (phenyl isocyanate), FC1=CC=C(C=C1)C1=CC=C(S1)S(=O)(=O)N1[C@H](CNCC1)C(=O)NOC1OCCCC1 ((2R)-1-[5-(4-fluorophenyl)thiophene-2-sulfonyl]-N-(2-tetrahydropyranyloxy)-2-piperazinecarboxamide). Solvent: C(Cl)(Cl)Cl (CHCl3), C(Cl)(Cl)Cl (CHCl3). Run at time 30 minute. The product is FC1=CC=C(C=C1)C1=CC=C(S1)S(=O)(=O)N1[C@H](CN(CC1)C(=O)NC1=CC=CC=C1)C(=O)NOC1OCCCC1 ((2R)-1-[5-(4-fluorophenyl)thiophene-2-sulfonyl]-4-[(N-phenyl)aminocarbonyl]-N-(2-tetrahydropyranyloxy)-2-piperazinecarboxamide). Yield: 108.1%. Reaction SMILES: [C:1]1([N:7]=[C:8]=[O:9])[CH:6]=[CH:5][CH:4]=[CH:3][CH:2]=1.[F:10][C:11]1[CH:16]=[CH:15][C:14]([C:17]2[S:21][C:20]([S:22]([N:25]3[CH2:30][CH2:29][NH:28][CH2:27][C@@H:26]3[C:31]([NH:33][O:34][CH:35]3[CH2:40][CH2:39][CH2:38][CH2:37][O:36]3)=[O:32])(=[O:24])=[O:23])=[CH:19][CH:18]=2)=[CH:13][CH:12]=1>C(Cl)(Cl)Cl>[F:10][C:11]1[CH:12]=[CH:13][C:14]([C:17]2[S:21][C:20]([S:22]([N:25]3[CH2:30][CH2:29][N:28]([C:8]([NH:7][C:1]4[CH:6]=[CH:5][CH:4]=[CH:3][CH:2]=4)=[O:9])[CH2:27][C@@H:26]3[C:31]([NH:33][O:34][CH:35]3[CH2:40][CH2:39][CH2:38][CH2:37][O:36]3)=[O:32])(=[O:23])=[O:24])=[CH:19][CH:18]=2)=[CH:15][CH:16]=1. Reported procedure: A solution of phenyl isocyanate (38 mg) in CHCl3 (1 ml) was added to a solution of (2R)-1-[5-(4-fluorophenyl)thiophene-2-sulfonyl]-N-(2-tetrahydropyranyloxy)-2-piperazinecarboxamide (150 mg) in CHCl3 (3 ml). After stirring for 30 minutes at ambient temperature, the reaction mixture was concentrated in vacuo to give 203 mg of (2R)-1-[5-(4-fluorophenyl)thiophene-2-sulfonyl]-4-[(N-phenyl)aminocarbonyl]-N-(2-tetrahydropyranyloxy)-2-piperazinecarboxamide as an amorphous powder. The reactants are CCc1ccc(CO)cc1, C1CCOC1, COC(=O)CCC(C(N)=O)N1Cc2c(O)cccc2C1=O, CC(C)OC(=O)N=NC(=O)OC(C)C, c1ccc(P(c2ccccc2)c2ccccc2)cc1. Yields the product CCc1ccc(COc2cccc3c2CN(C(CCC(=O)OC)C(N)=O)C3=O)cc1. Reaction SMILES: [CH2:55]([CH3:56])[c:57]1[cH:58][cH:59][c:60]([CH2:61][OH:62])[cH:63][cH:64]1.[CH2:65]1[O:66][CH2:67][CH2:68][CH2:69]1.[NH2:20][C:21]([CH:22]([CH2:23][CH2:24][C:25](=[O:26])[O:27][CH3:28])[N:29]1[C:30](=[O:39])[c:31]2[cH:32][cH:33][cH:34][c:35]([OH:38])[c:36]2[CH2:37]1)=[O:40].[O:41]=[C:42]([O:43][CH:44]([CH3:45])[CH3:46])[N:47]=[N:48][C:49]([O:50][CH:51]([CH3:52])[CH3:53])=[O:54].[c:1]1([P:2]([c:3]2[cH:4][cH:5][cH:6][cH:7][cH:8]2)[c:9]2[cH:10][cH:11][cH:12][cH:13][cH:14]2)[cH:15][cH:16][cH:17][cH:18][cH:19]1>>[NH2:20][C:21]([CH:22]([CH2:23][CH2:24][C:25](=[O:26])[O:27][CH3:28])[N:29]1[C:30](=[O:39])[c:31]2[cH:32][cH:33][cH:34][c:35]([O:38][CH2:61][c:60]3[cH:59][cH:58][c:57]([CH2:55][CH3:56])[cH:64][cH:63]3)[c:36]2[CH2:37]1)=[O:40]. Reactants: CC(C)(C)OC(=O)N1CCC(N)C1, COc1cc(OCC2CC2)c(-c2ncnc3c(C(=O)O)c[nH]c23)cc1F. The product is COc1cc(OCC2CC2)c(-c2ncnc3c(C(=O)NC4CCN(C(=O)OC(C)(C)C)C4)c[nH]c23)cc1F. RXN SMILES: [C:27]([CH3:28])([CH3:29])([CH3:30])[O:31][C:32](=[O:33])[N:34]1[CH2:35][CH:36]([NH2:39])[CH2:37][CH2:38]1.[CH:1]1([CH2:4][O:5][c:6]2[c:7](-[c:15]3[c:16]4[c:17]([n:18][cH:19][n:20]3)[c:21]([C:24](=[O:25])[OH:26])[cH:22][nH:23]4)[cH:8][c:9]([F:14])[c:10]([O:12][CH3:13])[cH:11]2)[CH2:2][CH2:3]1>>[CH:1]1([CH2:4][O:5][c:6]2[c:7](-[c:15]3[c:16]4[c:17]([n:18][cH:19][n:20]3)[c:21]([C:24](=[O:26])[NH:39][CH:36]3[CH2:35][N:34]([C:32]([O:31][C:27]([CH3:28])([CH3:29])[CH3:30])=[O:33])[CH2:38][CH2:37]3)[cH:22][nH:23]4)[cH:8][c:9]([F:14])[c:10]([O:12][CH3:13])[cH:11]2)[CH2:2][CH2:3]1. Starting materials: CC(=O)Nc1sc2c(c1C(=O)c1ccccc1)CCCC2, CI, CN(C)C=O, [H-], [Na+], O. The product is CCC(=O)Nc1sc2c(c1C(=O)c1ccccc1)CCCC2. RXN SMILES: [C:1]([CH3:2])(=[O:3])[NH:4][c:5]1[c:6]([C:14]([c:15]2[cH:16][cH:17][cH:18][cH:19][cH:20]2)=[O:21])[c:7]2[c:8]([s:9]1)[CH2:10][CH2:11][CH2:12][CH2:13]2.[CH3:24][I:25].[CH3:27][N:28]([CH3:29])[CH:30]=[O:31].[H-:22].[Na+:23].[OH2:26]>>[C:1]([CH2:2][CH3:24])(=[O:3])[NH:4][c:5]1[c:6]([C:14]([c:15]2[cH:16][cH:17][cH:18][cH:19][cH:20]2)=[O:21])[c:7]2[c:8]([s:9]1)[CH2:10][CH2:11][CH2:12][CH2:13]2. The reactants are Cl.ClC1=CC=C(CN(N)C2=CC=C(C=C2)C)C=C1 (1-(4-chlorobenzyl)-1-(4-methylphenyl)hydrazine hydrochloride), CCOC(=O)CC1CCCCC1=O (ethyl 2-cyclohexanone acetate). Yields the product ClC1=CC=C(CN2C3=CC=C(C=C3C=3CCCC(C23)CC(=O)OCC)C)C=C1 (Ethyl 9-p-chlorobenzyl-6-methyl-1,2,3,4-tetrahydrocarbazol-1-yl-acetate). As a reaction SMILES: Cl.[Cl:2][C:3]1[CH:18]=[CH:17][C:6]([CH2:7][N:8]([C:10]2[CH:15]=[CH:14][C:13]([CH3:16])=[CH:12][CH:11]=2)N)=[CH:5][CH:4]=1.[CH3:19][CH2:20][O:21][C:22]([CH2:24][CH:25]1[C:30](=O)[CH2:29][CH2:28][CH2:27][CH2:26]1)=[O:23]>>[Cl:2][C:3]1[CH:18]=[CH:17][C:6]([CH2:7][N:8]2[C:26]3[CH:25]([CH2:24][C:22]([O:21][CH2:20][CH3:19])=[O:23])[CH2:30][CH2:29][CH2:28][C:27]=3[C:15]3[C:10]2=[CH:11][CH:12]=[C:13]([CH3:16])[CH:14]=3)=[CH:5][CH:4]=1 |f:0.1|. Procedure details: Following the procedure of Example 1, but using 1-(4-chlorobenzyl)-1-(4-methylphenyl)hydrazine hydrochloride and ethyl 2-cyclohexanone acetate as starting materials, the title compound is prepared.